This data is from the Open Reaction Database (ORD), a public repository of structured organic reaction records. The task is: describe an organic reaction: reactants, conditions, products, and yield Starting materials: Nc1cncc(Br)c1, CC(=O)O, CO, CC(C)=O. Product: CC(C)Nc1cncc(Br)c1. Reaction SMILES: [Br:1][c:2]1[cH:3][c:4]([NH2:8])[cH:5][n:6][cH:7]1.[C:13]([OH:14])(=[O:15])[CH3:16].[CH3:17][OH:18].[CH3:9][C:10]([CH3:11])=[O:12]>>[Br:1][c:2]1[cH:3][c:4]([NH:8][CH:10]([CH3:9])[CH3:11])[cH:5][n:6][cH:7]1.